Dataset: the Open Reaction Database (ORD), a public repository of structured organic reaction records. Task: describe an organic reaction: reactants, conditions, products, and yield Starting materials: CC(C)=CCCC(=CCCC(C)=O)C (2,6-dimethyl-2,6-undecadiene-10-one), 2-methyl-5-isopropyl acetophenone, OC1(C(C2(CCCC(C2CC1)(C)C)C)CCO)C (2-hydroxy-2,5,5,8a-tetramethyl-1-(2-hydroxyethyl)-decahydronaphthalene). The product is CC(=C)C=CC(CCC(C)=O)C(C)C (2-methyl-5-isopropyl-1,3-nonadiene-8-one). Reaction SMILES: CC(=CCCC(C)=CCCC(=[O:13])C)C.O[C:16]1([CH3:32])[CH2:25][CH2:24][CH:23]2[C:18](C)([CH2:19][CH2:20][CH2:21][C:22]2([CH3:27])[CH3:26])[CH:17]1CCO>>[CH3:17][C:16]([CH:25]=[CH:24][CH:23]([CH:22]([CH3:27])[CH3:26])[CH2:18][CH2:19][C:20](=[O:13])[CH3:21])=[CH2:32]. Procedure: 2,6-dimethyl-2,6-undecadiene-10-one; 2-methyl-5-isopropyl acetophenone; 2-hydroxy-2,5,5,8a-tetramethyl-1-(2-hydroxyethyl)-decahydronaphthalene; Reactants: ClC1=CC=CC=2SC(=CC21)C(=O)O (4-chloro-benzo[b]thiophene-2-carboxylic acid), NC=1C=CC(=NC1)N1CCN(CC1)C(=O)O (4-(5-amino-pyridin-2-yl)-piperazine-1-carboxylic acid), butyl ester. Yields the product C(C)(C)(C)OC(=O)N1CCN(CC1)C1=NC=C(C=C1)NC(=O)C1=CC2=C(S1)C=CC=C2Cl (4-{5-[(4-Chloro-benzo[b]thiophene-2-carbonyl)-amino]-pyridin-2-yl}-piperazine-1-carboxylic acid tert-butyl ester). Reaction SMILES: [Cl:1][C:2]1[C:10]2[CH:9]=[C:8]([C:11]([OH:13])=O)[S:7][C:6]=2[CH:5]=[CH:4][CH:3]=1.[NH2:14][C:15]1[CH:16]=[CH:17][C:18]([N:21]2[CH2:26][CH2:25][N:24]([C:27]([OH:29])=[O:28])[CH2:23][CH2:22]2)=[N:19][CH:20]=1>>[C:10]([O:28][C:27]([N:24]1[CH2:25][CH2:26][N:21]([C:18]2[CH:17]=[CH:16][C:15]([NH:14][C:11]([C:8]3[S:7][C:6]4[CH:5]=[CH:4][CH:3]=[C:2]([Cl:1])[C:10]=4[CH:9]=3)=[O:13])=[CH:20][N:19]=2)[CH2:22][CH2:23]1)=[O:29])([CH3:2])([CH3:9])[CH3:6]. Procedure details: This compound was prepared from 4-chloro-benzo[b]thiophene-2-carboxylic acid and 4-(5-amino-pyridin-2-yl)-piperazine-1-carboxylic acid tort-butyl ester as described in the preparation of the intermediate section. LCMS for C23H25ClN4O3S calcd. (m/e) 472, observed 471 (M−H). Starting materials: CCCC1=NC2=C(C=C(C=C2N1)C3=NC4=CC=CC=C4N3C)C (1H-Benzimidazole-2-n-propyl-4-methyl-6-(1′methyl benzimidazole-2′-yl)), CS(=O)C (dimethyl sulfoxide), [OH-].[K+] (potassium hydroxide), COC(=O)C=1C(=CC=C(C1)CBr)C1=CC=CC=C1 (methyl-4-(bromomethyl)biphenyl-2-carboxylate). The solvent is C(C)(=O)O (acetic acid), O (water). Reaction conditions: temperature 27.5 celsius, time 2 hour. The product is C(CC)C1=NC2=C(N1CC1=CC=C(C=C1)C=1C(=CC=CC1)C(=O)O)C=C(C=C2C)C2=NC1=C(N2C)C=CC=C1 (4′-[2-n-propyl-4-methyl-6-(1-methyl benzimidazol-2-yl)benzimidazol-1-yl methyl]biphenyl-2-carboxylic acid). Yield: 88.0%. As a reaction SMILES: [CH3:1][CH2:2][CH2:3][C:4]1[NH:12][C:11]2[C:6](=[C:7]([CH3:23])[CH:8]=[C:9]([C:13]3[N:21]([CH3:22])[C:20]4[C:15](=[CH:16][CH:17]=[CH:18][CH:19]=4)[N:14]=3)[CH:10]=2)[N:5]=1.[CH3:24]S(C)=O.[OH-].[K+].C[O:31][C:32]([C:34]1[C:35]([C:42]2[CH:47]=[CH:46][CH:45]=[CH:44][CH:43]=2)=[CH:36][CH:37]=[C:38](CBr)[CH:39]=1)=[O:33]>C(O)(=O)C.O>[CH2:3]([C:4]1[N:12]([CH2:24][C:45]2[CH:44]=[CH:43][C:42]([C:35]3[C:34]([C:32]([OH:31])=[O:33])=[CH:39][CH:38]=[CH:37][CH:36]=3)=[CH:47][CH:46]=2)[C:11]2[CH:10]=[C:9]([C:13]3[N:21]([CH3:22])[C:20]4[CH:19]=[CH:18][CH:17]=[CH:16][C:15]=4[N:14]=3)[CH:8]=[C:7]([CH3:23])[C:6]=2[N:5]=1)[CH2:2][CH3:1] |f:2.3|. Reported procedure: 50 gm of [1H-Benzimidazole-2-n-propyl-4-methyl-6-(1′methyl benzimidazole-2′-yl)] was added to 200 ml dimethyl sulfoxide and 50 gm of potassium hydroxide. To this was added 60 gm of methyl-4-(bromomethyl)biphenyl-2-carboxylate at ambient temperature. The contents were stirred for 2 hours at 25-30° C., then heated to 40-50° C. and maintained for 2 hours. About 500 ml water was added to the reaction mixture at room temperature and acidified to pH 4 with acetic acid. The reaction mixture was filtere... Reaction SMILES: [CH3:23][N:24]1[CH2:25][CH2:26][O:27][CH2:28][CH2:29]1.[CH3:31][N:32]([CH3:33])[CH2:34][CH2:35][CH2:36][N:37]=[C:38]=[N:39][CH2:40][CH3:41].[ClH:30].[NH2:42][CH:43]([CH3:44])[c:45]1[c:46](=[O:62])[nH:47][c:48]([CH2:51][c:52]2[cH:53][c:54]([O:60][CH3:61])[c:55]([O:58][CH3:59])[cH:56][cH:57]2)[n:49][n:50]1.[OH:13][n:14]1[c:15]2[cH:16][cH:17][cH:18][cH:19][c:20]2[n:21][n:22]1.[OH:1][CH:2]([CH3:3])[CH:4]([C:5](=[O:6])[OH:7])[CH2:8][CH2:9][CH2:10][CH:11]=[CH2:12]>>[OH:1][CH:2]([CH3:3])[CH:4]([C:5](=[O:7])[NH:42][CH:43]([CH3:44])[c:45]1[c:46](=[O:62])[nH:47][c:48]([CH2:51][c:52]2[cH:53][c:54]([O:60][CH3:61])[c:55]([O:58][CH3:59])[cH:56][cH:57]2)[n:49][n:50]1)[CH2:8][CH2:9][CH2:10][CH:11]=[CH2:12]. Reactants: CN1CCOCC1, CCN=C=NCCCN(C)C, Cl, COc1ccc(Cc2nnc(C(C)N)c(=O)[nH]2)cc1OC, On1nnc2ccccc21, C=CCCCC(C(=O)O)C(C)O. Yields the product C=CCCCC(C(=O)NC(C)c1nnc(Cc2ccc(OC)c(OC)c2)[nH]c1=O)C(C)O.